Task: describe an organic reaction: reactants, conditions, products, and yield. Dataset: the Open Reaction Database (ORD), a public repository of structured organic reaction records Starting materials: COc1ccc(Br)c(F)c1, O=C([O-])[O-], COC(=O)c1ccc(B2OC(C)(C)C(C)(C)O2)c(C)c1, CCCCCC, CCO, Cc1ccccc1, ClCCl, [Na+], [Na+], O, [Pd], c1ccc(P(c2ccccc2)c2ccccc2)cc1, c1ccc(P(c2ccccc2)c2ccccc2)cc1, c1ccc(P(c2ccccc2)c2ccccc2)cc1, c1ccc(P(c2ccccc2)c2ccccc2)cc1. Yields the product COC(=O)c1ccc(-c2ccc(OC)cc2F)c(C)c1. RXN SMILES: [Br:1][c:2]1[c:3]([F:10])[cH:4][c:5]([O:8][CH3:9])[cH:6][cH:7]1.[C:31](=[O:32])([O-:33])[O-:34].[CH3:11][c:12]1[cH:13][c:14]([C:15](=[O:16])[O:17][CH3:18])[cH:19][cH:20][c:21]1[B:22]1[O:23][C:24]([CH3:25])([CH3:26])[C:27]([CH3:28])([CH3:29])[O:30]1.[CH3:40][CH2:41][CH2:42][CH2:43][CH2:44][CH3:45].[CH3:47][CH2:48][OH:49].[CH3:50][c:51]1[cH:52][cH:53][cH:54][cH:55][cH:56]1.[Cl:37][CH2:38][Cl:39].[Na+:35].[Na+:36].[OH2:46].[Pd:57].[c:115]1([P:116]([c:117]2[cH:118][cH:119][cH:120][cH:121][cH:122]2)[c:123]2[cH:124][cH:125][cH:126][cH:127][cH:128]2)[cH:129][cH:130][cH:131][cH:132][cH:133]1.[c:58]1([P:59]([c:60]2[cH:61][cH:62][cH:63][cH:64][cH:65]2)[c:66]2[cH:67][cH:68][cH:69][cH:70][cH:71]2)[cH:72][cH:73][cH:74][cH:75][cH:76]1.[c:77]1([P:78]([c:79]2[cH:80][cH:81][cH:82][cH:83][cH:84]2)[c:85]2[cH:86][cH:87][cH:88][cH:89][cH:90]2)[cH:91][cH:92][cH:93][cH:94][cH:95]1.[c:96]1([P:97]([c:98]2[cH:99][cH:100][cH:101][cH:102][cH:103]2)[c:104]2[cH:105][cH:106][cH:107][cH:108][cH:109]2)[cH:110][cH:111][cH:112][cH:113][cH:114]1>>[c:2]1(-[c:21]2[c:12]([CH3:11])[cH:13][c:14]([C:15](=[O:16])[O:17][CH3:18])[cH:19][cH:20]2)[c:3]([F:10])[cH:4][c:5]([O:8][CH3:9])[cH:6][cH:7]1. Starting materials: [Al+3], Cl, [H-], [H-], [H-], [H-], [Li+], [Na+], [Na+], O=S(=O)([O-])[O-], C1CCOC1, O=C(O)Cc1cccnc1. The product is OCCc1cccnc1. Reaction SMILES: [Al+3:13].[ClH:11].[H-:12].[H-:15].[H-:16].[H-:17].[Li+:14].[Na+:18].[Na+:19].[O-:20][S:21](=[O:22])(=[O:23])[O-:24].[O:25]1[CH2:26][CH2:27][CH2:28][CH2:29]1.[n:1]1[cH:2][c:3]([CH2:7][C:8](=[O:9])[OH:10])[cH:4][cH:5][cH:6]1>>[n:1]1[cH:2][c:3]([CH2:7][CH2:8][OH:9])[cH:4][cH:5][cH:6]1. Starting materials: CO, O=S(=O)(O)O, O=C(O)Cc1n[nH]c2ccccc12. Yields the product COC(=O)Cc1n[nH]c2ccccc12. Reaction SMILES: [CH3:19][OH:20].[S:14](=[O:15])(=[O:16])([OH:17])[OH:18].[nH:1]1[n:2][c:3]([CH2:10][C:11](=[O:12])[OH:13])[c:4]2[cH:5][cH:6][cH:7][cH:8][c:9]12>>[nH:1]1[n:2][c:3]([CH2:10][C:11](=[O:12])[O:13][CH3:19])[c:4]2[cH:5][cH:6][cH:7][cH:8][c:9]12. Starting materials: ClC1=NC2=CC=C(C=C2C=C1C(=O)O)Cl (2,6-dichloroquinoline-3-carboxylic acid), N[C@H](C(=O)NCCC)CC1=CC=CC=C1 ((S)-2-amino-3-phenyl-N-propyl-propionamide). Solvent: CS(=O)C (DMSO). Product: ClC=1C=C2C=C(C(=NC2=CC1)N[C@@H](CC1=CC=CC=C1)C(NCCC)=O)C(=O)O (6-Chloro-2-((S)-2-phenyl-1-propylcarbamoyl-ethylamino)-quinoline-3-carboxylic acid). RXN SMILES: Cl[C:2]1[C:11]([C:12]([OH:14])=[O:13])=[CH:10][C:9]2[C:4](=[CH:5][CH:6]=[C:7]([Cl:15])[CH:8]=2)[N:3]=1.[NH2:16][C@@H:17]([CH2:24][C:25]1[CH:30]=[CH:29][CH:28]=[CH:27][CH:26]=1)[C:18]([NH:20][CH2:21][CH2:22][CH3:23])=[O:19]>CS(C)=O>[Cl:15][C:7]1[CH:8]=[C:9]2[C:4](=[CH:5][CH:6]=1)[N:3]=[C:2]([NH:16][C@H:17]([C:18](=[O:19])[NH:20][CH2:21][CH2:22][CH3:23])[CH2:24][C:25]1[CH:30]=[CH:29][CH:28]=[CH:27][CH:26]=1)[C:11]([C:12]([OH:14])=[O:13])=[CH:10]2. Procedure details: In close analogy to the procedure described in Example 1, 2,6-dichloroquinoline-3-carboxylic acid is reacted with (S)-2-amino-3-phenyl-N-propyl-propionamide [Chem. Lett. 2003, 32 (4), 372-373.] in DMSO to provide the title compound in good yield.